From a dataset of the Open Reaction Database (ORD), a public repository of structured organic reaction records. describe an organic reaction: reactants, conditions, products, and yield Reactants: CC(=O)Nc1nc2c(ncn2COC(COC(=O)C(C)(C)C)COC(=O)C(C)(C)C)c(=O)[nH]1, CC[N+](CC)(CC)CC, CN(C)c1ccccc1, CC#N, [Cl-], O=P(Cl)(Cl)Cl. The product is CC(=O)Nc1nc(Cl)c2ncn(COC(COC(=O)C(C)(C)C)COC(=O)C(C)(C)C)c2n1. RXN SMILES: [C:1]([CH3:2])(=[O:3])[NH:4][c:5]1[nH:6][c:7](=[O:33])[c:8]2[n:9][cH:10][n:11]([CH2:14][O:15][CH:16]([CH2:17][O:18][C:19]([C:20]([CH3:21])([CH3:22])[CH3:23])=[O:24])[CH2:25][O:26][C:27]([C:28]([CH3:29])([CH3:30])[CH3:31])=[O:32])[c:12]2[n:13]1.[CH2:49]([N+:50]([CH2:51][CH3:52])([CH2:53][CH3:54])[CH2:55][CH3:56])[CH3:57].[CH3:34][N:35]([c:36]1[cH:37][cH:38][cH:39][cH:40][cH:41]1)[CH3:42].[CH3:58][C:59]#[N:60].[Cl-:48].[P:43]([Cl:44])([Cl:45])([Cl:46])=[O:47]>>[C:1]([CH3:2])(=[O:3])[NH:4][c:5]1[n:6][c:7]([Cl:45])[c:8]2[n:9][cH:10][n:11]([CH2:14][O:15][CH:16]([CH2:17][O:18][C:19]([C:20]([CH3:21])([CH3:22])[CH3:23])=[O:24])[CH2:25][O:26][C:27]([C:28]([CH3:29])([CH3:30])[CH3:31])=[O:32])[c:12]2[n:13]1. Reactants: CO, [Na+], [OH-], O, COc1ccc(C(C#Cc2ccccc2)CC(=O)COC(C)=O)cc1OC1CCCC1. The product is COc1ccc(C(C#Cc2ccccc2)CC(=O)CO)cc1OC1CCCC1. Reaction SMILES: [CH3:34][OH:35].[Na+:33].[OH-:32].[OH2:36].[c:1]1([C:7]#[C:8][CH:9]([CH2:10][C:11]([CH2:12][O:13][C:14](=[O:15])[CH3:16])=[O:17])[c:18]2[cH:19][c:20]([O:26][CH:27]3[CH2:28][CH2:29][CH2:30][CH2:31]3)[c:21]([O:24][CH3:25])[cH:22][cH:23]2)[cH:2][cH:3][cH:4][cH:5][cH:6]1>>[c:1]1([C:7]#[C:8][CH:9]([CH2:10][C:11]([CH2:12][OH:13])=[O:17])[c:18]2[cH:19][c:20]([O:26][CH:27]3[CH2:28][CH2:29][CH2:30][CH2:31]3)[c:21]([O:24][CH3:25])[cH:22][cH:23]2)[cH:2][cH:3][cH:4][cH:5][cH:6]1.